From a dataset of the Open Reaction Database (ORD), a public repository of structured organic reaction records. describe an organic reaction: reactants, conditions, products, and yield The reactants are F[B-](F)(F)F.C(C)(C)(C)[PH+](C(C)(C)C)C(C)(C)C (tri-t-butyl phosphonium tetrafluoroborate), BrC1=CC2=C(C(OC2)=O)C=C1 (5-bromo-2-benzofuran-1(3H)-one), Br[Zn]CC1OCCO1 (bromo(1,3-dioxolan-2-ylmethyl)zinc). The reagents and catalysts are C(C)(=O)[O-].[Pd+2].C(C)(=O)[O-] (palladium (II) acetate). Run in CN(C)C=O (DMF). Run at temperature 85 celsius, time 8 hour. Product: O1C(OCC1)CC1=CC2=C(C(OC2)=O)C=C1 (5-(1,3-dioxolan-2-ylmethyl)-2-benzofuran-1(3H)-one). RXN SMILES: F[B-](F)(F)F.C([PH+](C(C)(C)C)C(C)(C)C)(C)(C)C.Br[C:20]1[CH:29]=[CH:28][C:23]2[C:24](=[O:27])[O:25][CH2:26][C:22]=2[CH:21]=1.Br[Zn][CH2:32][CH:33]1[O:37][CH2:36][CH2:35][O:34]1>C([O-])(=O)C.[Pd+2].C([O-])(=O)C.CN(C=O)C>[O:34]1[CH2:35][CH2:36][O:37][CH:33]1[CH2:32][C:20]1[CH:29]=[CH:28][C:23]2[C:24](=[O:27])[O:25][CH2:26][C:22]=2[CH:21]=1 |f:0.1,4.5.6|. Reported procedure: A three-neck 5 L round bottomed flask equipped with a stir bar, firestone valve, thermocouple, condenser and heating mantle was charged with tri-t-butyl phosphonium tetrafluoroborate (500 mg, 1.72 mmol), palladium (II) acetate (250 mg, 1.1 mmol) and 5-bromo-2-benzofuran-1(3H)-one (100 g, 469 mmol). DMF (1.88 L) was added to the flask, and the mixture was degassed three times by alternating vacuum and nitrogen purge. Commercially available bromo(1,3-dioxolan-2-ylmethyl)zinc solution (1.033 L, 516...